This data is from the Open Reaction Database (ORD), a public repository of structured organic reaction records. The task is: describe an organic reaction: reactants, conditions, products, and yield Starting materials: CC(C)(C)OC(=O)NC(Cc1ccccc1)C(=O)N1CCC(Oc2ccc(F)c(F)c2)CC1, ClCCl, O=C(O)C(F)(F)F. Yields the product NC(Cc1ccccc1)C(=O)N1CCC(Oc2ccc(F)c(F)c2)CC1. RXN SMILES: [CH2:1]([c:2]1[cH:3][cH:4][cH:5][cH:6][cH:7]1)[CH:8]([C:9](=[O:10])[N:11]1[CH2:12][CH2:13][CH:14]([O:17][c:18]2[cH:19][c:20]([F:25])[c:21]([F:24])[cH:22][cH:23]2)[CH2:15][CH2:16]1)[NH:26][C:27](=[O:28])[O:29][C:30]([CH3:31])([CH3:32])[CH3:33].[Cl:41][CH2:42][Cl:43].[OH:34][C:35]([C:36]([F:37])([F:38])[F:39])=[O:40]>>[CH2:1]([c:2]1[cH:3][cH:4][cH:5][cH:6][cH:7]1)[CH:8]([C:9](=[O:10])[N:11]1[CH2:12][CH2:13][CH:14]([O:17][c:18]2[cH:19][c:20]([F:25])[c:21]([F:24])[cH:22][cH:23]2)[CH2:15][CH2:16]1)[NH2:26]. The reactants are ClC=1C(=CC=C2CCN(CC12)C(C(F)(F)F)=O)NC(C1=CC(=C(C=C1)OCC)Br)=O (N-(8-chloro-2-trifluoroacetyl-1,2,3,4-tetrahydroisoquinolin-7-yl)-3-bromo-4-ethoxybenzamide), C([O-])([O-])=O.[K+].[K+] (potassium carbonate). Run in ClCCl (dichloromethane), CO.O (methanol water). Conditions: time 12 hour. Product: ClC=1C(=CC=C2CCNCC12)NC(C1=CC(=C(C=C1)OCC)Br)=O (N-(8-Chloro-1,2,3,4-tetrahydroisoquinolin-7-yl)-3-bromo-4-ethoxybenzamide). Isolated yield 79.4%. RXN SMILES: [Cl:1][C:2]1[C:3]([NH:18][C:19](=[O:30])[C:20]2[CH:25]=[CH:24][C:23]([O:26][CH2:27][CH3:28])=[C:22]([Br:29])[CH:21]=2)=[CH:4][CH:5]=[C:6]2[C:11]=1[CH2:10][N:9](C(=O)C(F)(F)F)[CH2:8][CH2:7]2.C(=O)([O-])[O-].[K+].[K+]>CO.O.ClCCl>[Cl:1][C:2]1[C:3]([NH:18][C:19](=[O:30])[C:20]2[CH:25]=[CH:24][C:23]([O:26][CH2:27][CH3:28])=[C:22]([Br:29])[CH:21]=2)=[CH:4][CH:5]=[C:6]2[C:11]=1[CH2:10][NH:9][CH2:8][CH2:7]2 |f:1.2.3,4.5|. Procedure details: A solution of N-(8-chloro-2-trifluoroacetyl-1,2,3,4-tetrahydroisoquinolin-7-yl)-3-bromo-4-ethoxybenzamide (0.28 g) in methanol/water (5 ml 9:1) was treated with potassium carbonate (0.38 g) and stirred 12 h. The mixture was diluted with dichloromethane and washed with water. The organic phase was dried (MgSO4) solvent removed at reduced pressure. The residue was chromatographed (silica gel, dichloromethane/methanol/ammonia up to 9:1:0.1 eluant) to give the title compound (0.18 g) as a colourless...